From a dataset of the Open Reaction Database (ORD), a public repository of structured organic reaction records. describe an organic reaction: reactants, conditions, products, and yield The reactants are C1CCOC1, O=C=NC1CCCCC1, NNCCO. The product is NN(CCO)C(=O)NC1CCCCC1. As a reaction SMILES: [O:15]1[CH2:16][CH2:17][CH2:18][CH2:19]1.[O:6]=[C:7]=[N:8][CH:9]1[CH2:10][CH2:11][CH2:12][CH2:13][CH2:14]1.[OH:1][CH2:2][CH2:3][NH:4][NH2:5]>>[OH:1][CH2:2][CH2:3][N:4]([NH2:5])[C:7](=[O:6])[NH:8][CH:9]1[CH2:10][CH2:11][CH2:12][CH2:13][CH2:14]1.